This data is from the Open Reaction Database (ORD), a public repository of structured organic reaction records. The task is: describe an organic reaction: reactants, conditions, products, and yield Reactants: ClC=1C=CC=2N(C(C3=C(N(C2N1)CC)N=CC(=C3)CCl)=O)C (2-chloro-8-chloromethyl-5,11-dihydro-11-ethyl-5-methyl-6H-dipyrido[3,2-b:2',3'-e][1,4]diazepin-6-one), C(C=1C(O)=CC=CC1)(=O)OC (methyl salicylate). The product is ClC=1C=CC=2N(C(C3=C(N(C2N1)CC)N=CC(=C3)COC3=C(C=CC=C3)C(=O)OC)=O)C (2-chloro-5,11-dihydro-11-ethyl-8-(2-(methyoxycarbonyl)phenyloxy)methyl-5-methyl-6H-dipyrido[3,2-b:2',3'-e][1,4]diazepin-6-one). Isolated yield 57.0%. As a reaction SMILES: [Cl:1][C:2]1[CH:3]=[CH:4][C:5]2[N:6]([CH3:22])[C:7](=[O:21])[C:8]3[CH:18]=[C:17]([CH2:19]Cl)[CH:16]=[N:15][C:9]=3[N:10]([CH2:13][CH3:14])[C:11]=2[N:12]=1.[C:23]([O:32][CH3:33])(=[O:31])[C:24]1[C:25](=[CH:27][CH:28]=[CH:29][CH:30]=1)[OH:26]>>[Cl:1][C:2]1[CH:3]=[CH:4][C:5]2[N:6]([CH3:22])[C:7](=[O:21])[C:8]3[CH:18]=[C:17]([CH2:19][O:26][C:25]4[CH:27]=[CH:28][CH:29]=[CH:30][C:24]=4[C:23]([O:32][CH3:33])=[O:31])[CH:16]=[N:15][C:9]=3[N:10]([CH2:13][CH3:14])[C:11]=2[N:12]=1. Reported procedure: Using a procedure analogous to that described in Example 98, the title compound, m.p. 155°-156° C., was prepared from 2-chloro-8-chloromethyl-5,11-dihydro-11-ethyl-5-methyl-6H-dipyrido[3,2-b:2',3'-e][1,4]diazepin-6-one and methyl salicylate. The yield was 57% of theory.